This data is from the Open Reaction Database (ORD), a public repository of structured organic reaction records. The task is: describe an organic reaction: reactants, conditions, products, and yield Starting materials: ClC(C(Cl)(Cl)Cl)(Cl)Cl (hexachloroethane), CN(S(=O)(=O)N1N=C(C=C1)C(F)(F)F)C (N,N-dimethyl-3-(trifluoromethyl)-1H-pyrazole-1-sulfonamide), CN(S(=O)(=O)N1N=C(C=C1)C(F)(F)F)C (N,N-dimethyl-3-(trifluoromethyl)-1H-pyrazole-1-sulfonamide), C(CCC)[Li] (n-butyllithium), C1CCCCC1 (cyclohexane). The solvent is O1CCCC1 (tetrahydrofuran), O1CCCC1 (tetrahydrofuran). Conditions: time 30 minute. Product: ClC1=CC(=NN1S(=O)(=O)N(C)C)C(F)(F)F (5-chloro-N,N-dimethyl-3-(trifluoromethyl)-1H-pyrazole-1-sulfonamide). As a reaction SMILES: [CH3:1][N:2]([CH3:15])[S:3]([N:6]1[CH:10]=[CH:9][C:8]([C:11]([F:14])([F:13])[F:12])=[N:7]1)(=[O:5])=[O:4].C([Li])CCC.C1CCCCC1.[Cl:27]C(Cl)(Cl)C(Cl)(Cl)Cl>O1CCCC1>[Cl:27][C:10]1[N:6]([S:3]([N:2]([CH3:15])[CH3:1])(=[O:5])=[O:4])[N:7]=[C:8]([C:11]([F:14])([F:12])[F:13])[CH:9]=1. Reported procedure: A stirred solution of N,N-dimethyl-3-(trifluoromethyl)-1H-pyrazole-1-sulfonamide (i.e. the product of Example 10, Step A) (4.0 g, 16 mmol) in tetrahydrofuran (25 mL) was cooled to −78° C., and then treated dropwise with 2 M n-butyllithium in cyclohexane (8.6 mL, 17.2 mmol). The reaction mixture was stirred for a further 30 minutes, and then a solution of hexachloroethane (4.2 g, 18 mmol) in tetrahydrofuran (15 mL) was added dropwise. The reaction mixture was stirred for 1 h, warmed to room tempe... Reactants: O=C([O-])[O-], CCOc1ccc(-c2c(C)nc3sccn3c2=O)cc1, CCOC(C)=O, BrCC1CC1, [Cs+], [Cs+], CN(C)C=O. Yields the product Cc1nc2sccn2c(=O)c1-c1ccc(OCC2CC2)cc1. As a reaction SMILES: [C:26](=[O:27])([O-:28])[O-:29].[CH2:1]([CH3:2])[O:3][c:4]1[cH:5][cH:6][c:7](-[c:10]2[c:11]([CH3:20])[n:12][c:13]3[n:14]([c:15]2=[O:16])[cH:17][cH:18][s:19]3)[cH:8][cH:9]1.[CH3:37][CH2:38][O:39][C:40](=[O:41])[CH3:42].[CH:21]1([CH2:23][Br:24])[CH2:22][CH2:25]1.[Cs+:30].[Cs+:31].[O:32]=[CH:33][N:34]([CH3:35])[CH3:36]>>[CH2:1]([CH:2]1[CH2:21][CH2:22]1)[O:3][c:4]1[cH:5][cH:6][c:7](-[c:10]2[c:11]([CH3:20])[n:12][c:13]3[n:14]([c:15]2=[O:16])[cH:17][cH:18][s:19]3)[cH:8][cH:9]1.